The task is: describe an organic reaction: reactants, conditions, products, and yield. This data is from the Open Reaction Database (ORD), a public repository of structured organic reaction records. RXN SMILES: [Br:1][CH2:2][C:3](=[CH2:4])[CH3:5].[C:21](=[O:22])([O-:23])[O-:24].[CH3:11][c:12]1[cH:13][c:14]([CH3:15])[c:16]([CH3:17])[c:18]([OH:19])[cH:20]1.[CH3:28][CH2:29][O:30][C:31](=[O:32])[CH3:33].[K+:25].[K+:26].[O:6]=[CH:7][N:8]([CH3:9])[CH3:10].[OH2:27]>>[CH2:2]=[C:3]([CH2:4][O:19][c:18]1[c:16]([CH3:17])[c:14]([CH3:15])[cH:13][c:12]([CH3:11])[cH:20]1)[CH3:5]. Product: C=C(C)COc1cc(C)cc(C)c1C. Reactants: C=C(C)CBr, O=C([O-])[O-], Cc1cc(C)c(C)c(O)c1, CCOC(C)=O, [K+], [K+], CN(C)C=O, O.